From a dataset of the Open Reaction Database (ORD), a public repository of structured organic reaction records. describe an organic reaction: reactants, conditions, products, and yield The reactants are COC=1C=C(C=CC1OCCC)C(CC(C(=O)[O-])N1CCOCC1)=O.[NH2+]1CCOCC1 (morpholinium 4-(3-methoxy-4-n-propoxyphenyl)-2-morpholino-4-oxobutyrate), acetophenones, C(C)OC1=C(C=C(C=C1)C(CC(C(=O)[O-])N1CCOCC1)=O)OC.[NH2+]1CCOCC1 (morpholinium 4-(4-ethoxy-3-methoxyphenyl)-2-morpholino-4-oxobutyrate), C(CCC)OC1=C(C=C(C=C1)C(CC(C(=O)[O-])N1CCOCC1)=O)OC.[NH2+]1CCOCC1 (morpholinium 4-(4-n-butoxy-3-methoxyphenyl)-2-morpholino-4-oxobutyrate), C(C=C)OC1=C(C=C(C=C1)C(CC(C(=O)O)N1CCOCC1)=O)OC (4-(4-allyloxy-3-methoxyphenyl)-2-morpholino-4-oxobutyric acid). Yields the product C(C)OC1=C(C=C(C=C1)C(CC(C(=O)O)N1CCOCC1)=O)OC (4-(4-ethoxy-3-methoxyphenyl)-2-morpholino-4-oxobutyric acid). RXN SMILES: [CH3:1][O:2][C:3]1[CH:4]=[C:5]([C:13](=[O:25])[CH2:14][CH:15]([N:19]2[CH2:24][CH2:23][O:22][CH2:21][CH2:20]2)[C:16]([O-:18])=[O:17])[CH:6]=[CH:7][C:8]=1[O:9][CH2:10][CH2:11]C.[NH2+]1CCOCC1.C(OC1C=CC(C(=O)CC(N2CCOCC2)C([O-])=O)=CC=1OC)CCC.[NH2+]1CCOCC1.C(OC1C=CC(C(=O)CC(N2CCOCC2)C(O)=O)=CC=1OC)C=C.C(OC1C=CC(C(=O)CC(N2CCOCC2)C([O-])=O)=CC=1OC)C.[NH2+]1CCOCC1>>[CH2:10]([O:9][C:8]1[CH:7]=[CH:6][C:5]([C:13](=[O:25])[CH2:14][CH:15]([N:19]2[CH2:24][CH2:23][O:22][CH2:21][CH2:20]2)[C:16]([OH:18])=[O:17])=[CH:4][C:3]=1[O:2][CH3:1])[CH3:11] |f:0.1,2.3,5.6|. Procedure: In an analogous manner, morpholinium 4-(3-methoxy-4-n-propoxyphenyl)-2-morpholino-4-oxobutyrate, m.p. 110°; morpholinium 4-(4-n-butoxy-3-methoxyphenyl)-2-morpholino-4-oxobutyrate, m.p. 120°; 4-(4-allyloxy-3-methoxyphenyl)-2-morpholino-4-oxobutyric acid, m.p. 166°; morpholinium 4-(4-ethoxy-3-methoxyphenyl)-2-morpholino-4-oxobutyrate, m.p. 131°; 4-(4-ethoxy-3-methoxyphenyl)-2-morpholino-4-oxobutyric acid, m.p. 157° are prepared from the corresponding acetophenones. Reactants: C([O-])(O)=O.[Na+] (sodium bicarbonate), FC(S(=O)(=O)OC1=C(C2=C(N(N=N2)CC2CC2)C=C1)Cl)(F)F (4-Chloro-1-(cyclopropylmethyl)-1H-benzotriazol-5-yl trifluoromethanesulfonate), CC1(OB(OC1(C)C)C1=CCC(CC1)C(=O)OC)C (methyl 4-(4,4,5,5-tetramethyl-1,3,2-dioxaborolan-2-yl)cyclohex-3-ene-1-carboxylate), P(=O)([O-])([O-])[O-].[K+].[K+].[K+] (potassium phosphate). Reagents/catalysts: C=1C=CC(=CC1)[P](C=2C=CC=CC2)(C=3C=CC=CC3)[Pd]([P](C=4C=CC=CC4)(C=5C=CC=CC5)C=6C=CC=CC6)([P](C=7C=CC=CC7)(C=8C=CC=CC8)C=9C=CC=CC9)[P](C=1C=CC=CC1)(C=1C=CC=CC1)C=1C=CC=CC1 (tetrakis(triphenylphosphine)palladium(0)). Run in O (water), O1CCOCC1 (dioxane). Conditions: time 90 minute. Yields the product ClC1=C(C=CC=2N(N=NC21)CC2CC2)C2=CCC(CC2)C(=O)OC (methyl 4-[4-chloro-1-(cyclopropylmethyl)-1H-benzotriazol-5-yl]cyclohex-3-ene-1-carboxylate). Reaction SMILES: FC(F)(F)S(O[C:7]1[CH:19]=[CH:18][C:10]2[N:11]([CH2:14][CH:15]3[CH2:17][CH2:16]3)[N:12]=[N:13][C:9]=2[C:8]=1[Cl:20])(=O)=O.CC1(C)C(C)(C)OB([C:31]2[CH2:36][CH2:35][CH:34]([C:37]([O:39][CH3:40])=[O:38])[CH2:33][CH:32]=2)O1.P([O-])([O-])([O-])=O.[K+].[K+].[K+].C(=O)(O)[O-].[Na+]>C1C=CC([P]([Pd]([P](C2C=CC=CC=2)(C2C=CC=CC=2)C2C=CC=CC=2)([P](C2C=CC=CC=2)(C2C=CC=CC=2)C2C=CC=CC=2)[P](C2C=CC=CC=2)(C2C=CC=CC=2)C2C=CC=CC=2)(C2C=CC=CC=2)C2C=CC=CC=2)=CC=1.O.O1CCOCC1>[Cl:20][C:8]1[C:9]2[N:13]=[N:12][N:11]([CH2:14][CH:15]3[CH2:17][CH2:16]3)[C:10]=2[CH:18]=[CH:19][C:7]=1[C:31]1[CH2:36][CH2:35][CH:34]([C:37]([O:39][CH3:40])=[O:38])[CH2:33][CH:32]=1 |f:2.3.4.5,6.7,^1:58,60,79,98|. Reported procedure: 4-Chloro-1-(cyclopropylmethyl)-1H-benzotriazol-5-yl trifluoromethanesulfonate (0.22 g, 0.62 mmol), methyl 4-(4,4,5,5-tetramethyl-1,3,2-dioxaborolan-2-yl)cyclohex-3-ene-1-carboxylate (0.21 g, 0.77 mmol, 1.25 equiv), potassium phosphate (0.39 g, 1.8 mmol, 3 equiv) and tetrakis(triphenylphosphine)palladium(0) (71 mg, 0.062 mmol, 0.1 equiv) were combined in a degassed mixture of dioxane (5 mL) and water (0.5 mL) and placed into a preheated oil bath at 90° C. for 90 minutes. The mixture was cooled to... The product is O=C(Cl)N1CCC(Oc2cccc(Br)c2)C1. RXN SMILES: [CH2:5]([c:6]1[cH:7][cH:8][cH:9][cH:10][cH:11]1)[N:12]1[CH2:13][CH:14]([O:17][c:18]2[cH:19][c:20]([Br:24])[cH:21][cH:22][cH:23]2)[CH2:15][CH2:16]1.[Cl:1][C:2]([Cl:3])=[O:4].[cH:25]1[cH:26][cH:27][cH:28][cH:29][cH:30]1>>[Cl:1][C:2](=[O:4])[N:12]1[CH2:13][CH:14]([O:17][c:18]2[cH:19][c:20]([Br:24])[cH:21][cH:22][cH:23]2)[CH2:15][CH2:16]1. Starting materials: Brc1cccc(OC2CCN(Cc3ccccc3)C2)c1, O=C(Cl)Cl, c1ccccc1. The yield is 98.2%. Product: FC=1C=C(C=CC1F)C(O)(C1CCN(CC1)S(=O)(=O)C1=CC=CC=C1)C1=CC=C(C=C1)F (α-(3,4-Difluorophenyl)-α-(4-fluorophenyl)-1-(phenylsulfonyl)-4-piperidinemethanol). Reaction conditions: time 1 hour. RXN SMILES: [Mg].Br[C:3]1[CH:8]=[CH:7][C:6]([F:9])=[C:5]([F:10])[CH:4]=1.[F:11][C:12]1[CH:17]=[CH:16][C:15]([C:18]([CH:20]2[CH2:25][CH2:24][N:23]([S:26]([C:29]3[CH:34]=[CH:33][CH:32]=[CH:31][CH:30]=3)(=[O:28])=[O:27])[CH2:22][CH2:21]2)=[O:19])=[CH:14][CH:13]=1.[Cl-].[NH4+]>O1CCCC1>[F:10][C:5]1[CH:4]=[C:3]([C:18]([C:15]2[CH:16]=[CH:17][C:12]([F:11])=[CH:13][CH:14]=2)([CH:20]2[CH2:25][CH2:24][N:23]([S:26]([C:29]3[CH:34]=[CH:33][CH:32]=[CH:31][CH:30]=3)(=[O:28])=[O:27])[CH2:22][CH2:21]2)[OH:19])[CH:8]=[CH:7][C:6]=1[F:9] |f:3.4|. Reactants: [Mg] (magnesium), BrC1=CC(=C(C=C1)F)F (4-bromo-1,2-difluorobenzene), [Cl-].[NH4+] (ammonium chloride), FC1=CC=C(C=C1)C(=O)C1CCN(CC1)S(=O)(=O)C1=CC=CC=C1 ((4-fluorophenyl)[1-(phenylsulfonyl)-4-piperidinyl]methanone). Procedure: A three-necked round bottom flask, equipped with a mechanical stirrer, flushed with nitrogen, and containing 3.74 g (0.154 mole) of magnesium turnings, was dried with a Bunsen burner. After the flask had cooled, 600 ml of tetrahydrofuran was added. To this mechanically stirred mixture was slowly added a solution of 29.4 g (0.152 mole) of 4-bromo-1,2-difluorobenzene in 50 ml of tetrahydrofuran. The mixture was stirred for 1 hour, and 45.11 g (0.13 mole) of (4-fluorophenyl)[1-(phenylsulfonyl)-4-pi... The solvent is O1CCCC1 (tetrahydrofuran). Starting materials: [Br-], BrCCBr, CCCC[N+](CCCC)(CCCC)CCCC, COc1cc([N+](=O)[O-])ccc1O, CCOC(C)=O, ClCCl, [K+], [K], [OH-]. Product: COc1cc([N+](=O)[O-])ccc1OCCBr. Reaction SMILES: [Br-:20].[Br:14][CH2:15][CH2:16][Br:17].[CH2:21]([N+:22]([CH2:23][CH2:24][CH2:25][CH3:26])([CH2:27][CH2:28][CH2:29][CH3:30])[CH2:31][CH2:32][CH2:33][CH3:34])[CH2:35][CH2:36][CH3:37].[CH3:2][O:3][c:4]1[c:5]([OH:13])[cH:6][cH:7][c:8]([N+:10](=[O:11])[O-:12])[cH:9]1.[CH3:38][CH2:39][O:40][C:41]([CH3:42])=[O:43].[Cl:44][CH2:45][Cl:46].[K+:19].[K:1].[OH-:18]>>[CH3:2][O:3][c:4]1[c:5]([O:13][CH2:16][CH2:15][Br:14])[cH:6][cH:7][c:8]([N+:10](=[O:11])[O-:12])[cH:9]1. Reactants: C(C1=CC=CC=C1)N1N=C2C=C(C=CC2=C1)C=1C=C(N2N=CN=C(C21)N)C2CNCC2 (5-(2-benzyl-2H-indazol-6-yl)-7-pyrrolidin-3-ylpyrrolo[2,1-f][1,2,4]triazin-4-amine), ClCC(=O)N(C)C (2-chloro-N,N-dimethylacetamide). Product: NC1=NC=NN2C1=C(C=C2C2CN(CC2)CC(=O)N(C)C)C=2C=CC1=CN(N=C1C2)CC2=CC=CC=C2 (2-{3-[4-amino-5-(2-benzyl-2H-indazol-6-yl)pyrrolo[2,1-f][1,2,4]triazin-7-yl]pyrrolidin-1-yl}-N,N-dimethylacetamide). The yield is 46.4%. Reaction SMILES: [CH2:1]([N:8]1[CH:16]=[C:15]2[C:10]([CH:11]=[C:12]([C:17]3[CH:18]=[C:19]([CH:27]4[CH2:31][CH2:30][NH:29][CH2:28]4)[N:20]4[C:25]=3[C:24]([NH2:26])=[N:23][CH:22]=[N:21]4)[CH:13]=[CH:14]2)=[N:9]1)[C:2]1[CH:7]=[CH:6][CH:5]=[CH:4][CH:3]=1.Cl[CH2:33][C:34]([N:36]([CH3:38])[CH3:37])=[O:35]>>[NH2:26][C:24]1[C:25]2=[C:17]([C:12]3[CH:13]=[CH:14][C:15]4[C:10]([CH:11]=3)=[N:9][N:8]([CH2:1][C:2]3[CH:3]=[CH:4][CH:5]=[CH:6][CH:7]=3)[CH:16]=4)[CH:18]=[C:19]([CH:27]3[CH2:31][CH2:30][N:29]([CH2:33][C:34]([N:36]([CH3:38])[CH3:37])=[O:35])[CH2:28]3)[N:20]2[N:21]=[CH:22][N:23]=1. Procedure: 5-(2-benzyl-2H-indazol-6-yl)-7-pyrrolidin-3-ylpyrrolo[2,1-f][1,2,4]triazin-4-amine (100 mg, 0.244 mmol) was reacted with 2-chloro-N,N-dimethylacetamide (33 mg, 0.269 mmol) following the procedure of Example 136. The product was then chromatographed using 0-6% (2N NH3 in methanol)/dichloromethane to yield 56 mg (46%) of product. 1H NMR (300 MHz, dichloromethane-d2) δ 8.04 (s, 1 H), 7.89 (s, 1 H), 7.80 (d 1 H), 7.77-7.73 (m, 2 H), 7.36 (m, 5 H), 7.23 (d, 1 H), 6.66 (s, 1 H), 5.62 (s, 2 H), 5.43 (b... Reactants: CN1C=C(C=C(C1=O)NC1=NC=C(C=C1)N1CCN(CC1)C1COC1)C=1C=NC=C(C1C=O)N1N=CC=2C=3CCCCC3SC2C1=O (3-[1-Methyl-5-({5-[4-(oxetan-3-yl)piperazin-1-yl]pyridine-2-yl}amino)-6-oxo-1,6-dihydropyridin-3-yl]-5-{6-oxo-8-thia-4,5-diazatricyclo[7.4.0.02,7]trideca-1(9),2(7),3-trien-5-yl}pyridine-4-carbaldehyde), [BH4-].[Na+] (sodium borohydride). The solvent is CO (methanol). Conditions: time 30 minute. Product: OCC1=C(C=NC=C1N1N=CC=2C=3CCCCC3SC2C1=O)C1=CN(C(C(=C1)NC1=NC=C(C=C1)N1CCN(CC1)C1COC1)=O)C (4-Hydroxymethyl-3-[1-methyl-5-({5-[4-(oxetan-3-yl)piperazin-1-yl]pyridine-2-yl}amino)-6-oxo-1,6-dihydropyridin-3-yl]-5-{6-oxo-8-thia-4,5-diazatricyclo[7.4.0.02,7]trideca-1(9),2(7),3-trien-5-yl}pyridine). Yield: 26.3%. RXN SMILES: [CH3:1][N:2]1[C:7](=[O:8])[C:6]([NH:9][C:10]2[CH:15]=[CH:14][C:13]([N:16]3[CH2:21][CH2:20][N:19]([CH:22]4[CH2:25][O:24][CH2:23]4)[CH2:18][CH2:17]3)=[CH:12][N:11]=2)=[CH:5][C:4]([C:26]2[CH:27]=[N:28][CH:29]=[C:30]([N:34]3[C:46](=[O:47])[C:45]4[S:44][C:43]5[CH2:42][CH2:41][CH2:40][CH2:39][C:38]=5[C:37]=4[CH:36]=[N:35]3)[C:31]=2[CH:32]=[O:33])=[CH:3]1.[BH4-].[Na+]>CO>[OH:33][CH2:32][C:31]1[C:30]([N:34]2[C:46](=[O:47])[C:45]3[S:44][C:43]4[CH2:42][CH2:41][CH2:40][CH2:39][C:38]=4[C:37]=3[CH:36]=[N:35]2)=[CH:29][N:28]=[CH:27][C:26]=1[C:4]1[CH:5]=[C:6]([NH:9][C:10]2[CH:15]=[CH:14][C:13]([N:16]3[CH2:17][CH2:18][N:19]([CH:22]4[CH2:25][O:24][CH2:23]4)[CH2:20][CH2:21]3)=[CH:12][N:11]=2)[C:7](=[O:8])[N:2]([CH3:1])[CH:3]=1 |f:1.2|. Procedure: To a solution of 116b (46 mg, 0.07 mmol) at 0° C. in methanol (4 mL) was added sodium borohydride (20 mg, 0.7 mmol) and stirred for 30 minutes. Then the reaction mixture was quenched with water (1.0 mL) and concentrated. The residue was purified by reverse-phase prep-HPLC to afford 116 (12 mg, 28%) as a yellow solid. LCMS: [M+H]+ 653. 1H NMR (500 MHz, DMSO) δ 8.60 (s, 1H), 8.59 (s, 1H), 8.56 (d, J=2.0, 1H), 8.50 (s, 1H), 8.44 (s, 1H), 7.87 (d, J=3.0, 1H), 7.38-7.36 (m, 2H), 7.24-7.22 (m, 1H), 4....